This data is from the Open Reaction Database (ORD), a public repository of structured organic reaction records. The task is: describe an organic reaction: reactants, conditions, products, and yield Starting materials: C[C@@H]1N(CCC1)[C@@H]1CN(CC1)C=1C=C2CCNCC2=CC1 (6-((2S,3′S)-2-methyl-[1,3′]bipyrrolidinyl-1′-yl)-1,2,3,4-tetrahydro-isoquinoline), BrC=1C=NC=C(C1)OC (3-bromo-5-methoxy-pyridine). The product is COC=1C=C(C=NC1)N1CC2=CC=C(C=C2CC1)N1C[C@H](CC1)N1[C@H](CCC1)C (2-(5-Methoxy-pyridin-3-yl)-6-((2S,3′S)-2-methyl-[1,3′]bipyrrolidinyl-1′-yl)-1,2,3,4-tetrahydro-isoquinoline). RXN SMILES: [CH3:1][C@H:2]1[CH2:6][CH2:5][CH2:4][N:3]1[C@H:7]1[CH2:11][CH2:10][N:9]([C:12]2[CH:13]=[C:14]3[C:19](=[CH:20][CH:21]=2)[CH2:18][NH:17][CH2:16][CH2:15]3)[CH2:8]1.Br[C:23]1[CH:24]=[N:25][CH:26]=[C:27]([O:29][CH3:30])[CH:28]=1>>[CH3:30][O:29][C:27]1[CH:28]=[C:23]([N:17]2[CH2:16][CH2:15][C:14]3[C:19](=[CH:20][CH:21]=[C:12]([N:9]4[CH2:10][CH2:11][C@H:7]([N:3]5[CH2:4][CH2:5][CH2:6][C@@H:2]5[CH3:1])[CH2:8]4)[CH:13]=3)[CH2:18]2)[CH:24]=[N:25][CH:26]=1. Procedure: The title compound was synthesized in substantially the same way as Example 1 by condensation of 6-((2S,3′S)-2-methyl-[1,3′]bipyrrolidinyl-1′-yl)-1,2,3,4-tetrahydro-isoquinoline with 3-bromo-5-methoxy-pyridine. Reaction conditions: temperature 100 celsius. Procedure: To a solution of (4-Methoxy-benzothiazol-2-yl)-carbamic acid tert-butyl ester (80 mg, 0.29 mmol) in dioxane (2 ml) was addded furfurylamine (55 mg, 0.57 mmol) and the mixture heated to 100° C. for 20 h. The reaction mixture was then evaporated to dryness and the residue recrystallised from ether/nHexane to afford the title compound as a beige solid (80 mg, 92% yield), MS: m/e=303 (M+). Product: O1C(=CC=C1)N(C(=O)NC=1SC2=C(N1)C(=CC=C2)OC)C (1-Furan-2-yl-methyl-3-(4-methoxy-benzothiazol-2-yl)-urea). Yield: 92.0%. Reaction SMILES: C(O[C:6](=[O:19])[NH:7][C:8]1[S:9][C:10]2[CH:16]=[CH:15][CH:14]=[C:13]([O:17][CH3:18])[C:11]=2[N:12]=1)(C)(C)C.[CH2:20]([NH2:26])C1OC=CC=1.[O:27]1[CH2:32][CH2:31]O[CH2:29][CH2:28]1>>[O:27]1[CH:32]=[CH:31][CH:29]=[C:28]1[N:26]([CH3:20])[C:6]([NH:7][C:8]1[S:9][C:10]2[CH:16]=[CH:15][CH:14]=[C:13]([O:17][CH3:18])[C:11]=2[N:12]=1)=[O:19]. Reactants: C(C)(C)(C)OC(NC=1SC2=C(N1)C(=CC=C2)OC)=O ((4-Methoxy-benzothiazol-2-yl)-carbamic acid tert-butyl ester), C(C1=CC=CO1)N (furfurylamine), O1CCOCC1 (dioxane). The reactants are COC(C1=C(C=CC(=C1)S(=O)(=O)C)O)=O (2-hydroxy-5-methanesulfonyl-benzoic acid methyl ester), FC(C(C)OS(=O)(=O)C(F)(F)F)(F)F (trifluoro-methanesulfonic acid 2,2,2-trifluoro-1-methyl-ethyl ester), C([O-])([O-])=O.[K+].[K+] (potassium carbonate). The solvent is CN(C)C=O (DMF). Run at temperature 80 celsius, time 48 hour. Product: CS(=O)(=O)C=1C=CC(=C(C(=O)O)C1)O[C@H](C(F)(F)F)C (5-Methanesulfonyl-2-((S)-2,2,2-trifluoro-1-methyl-ethoxy)-benzoic acid). Reaction SMILES: C[O:2][C:3](=[O:15])[C:4]1[CH:9]=[C:8]([S:10]([CH3:13])(=[O:12])=[O:11])[CH:7]=[CH:6][C:5]=1[OH:14].[F:16][C:17]([F:29])([F:28])[CH:18](OS(C(F)(F)F)(=O)=O)[CH3:19].C(=O)([O-])[O-].[K+].[K+]>CN(C=O)C>[CH3:13][S:10]([C:8]1[CH:7]=[CH:6][C:5]([O:14][C@@H:18]([CH3:19])[C:17]([F:29])([F:28])[F:16])=[C:4]([CH:9]=1)[C:3]([OH:2])=[O:15])(=[O:12])=[O:11] |f:2.3.4|. Reported procedure: A mixture of 21.7 mmol 2-hydroxy-5-methanesulfonyl-benzoic acid methyl ester [68029-77-6], 32.5 mmol trifluoro-methanesulfonic acid 2,2,2-trifluoro-1-methyl-ethyl ester [212556-43-9], 43.4 mmol potassium carbonate in 87 ml DMF was stirred at 80° C. for 48 hour After cooling to RT, the mixture was concentrated in vacuo, taken in water and stirred for 1 hour. Filtration yielded the title compound. Starting materials: CO, CCOC(C)=O, Cl, Cc1cnc(C)c(N=[N+]=[N-])n1, O, O, Cl[Sn](Cl)(Cl)Cl. The product is Cc1cnc(C)c(N)n1. RXN SMILES: [CH3:20][OH:21].[CH3:22][CH2:23][O:24][C:25](=[O:26])[CH3:27].[ClH:12].[N:1](=[N+:2]=[N-:3])[c:4]1[c:5]([CH3:11])[n:6][cH:7][c:8]([CH3:10])[n:9]1.[OH2:13].[OH2:14].[Sn:15]([Cl:16])([Cl:17])([Cl:18])[Cl:19]>>[NH2:1][c:4]1[c:5]([CH3:11])[n:6][cH:7][c:8]([CH3:10])[n:9]1. Reactants: C1(CC1)C1=NC=2N(C(NC(C2N1)=S)=S)CCC (8-cyclopropyl-3-n-propyl-2,6-dithioxantine), C1(CCCC1)N (cyclopentylamine), C([O-])(O)=O (bicarbonate). Solvent: CO (methanol). Product: C1(CCCC1)NC=1C=2NC(=NC2N(C(N1)=S)CCC)C1CC1 (6-Cyclopentylamino-8-cyclopropyl-3,7-dihydro-3-propyl-2H-purine-2-thione). RXN SMILES: [CH:1]1([C:4]2[NH:12][C:11]3[C:10](=S)[NH:9][C:8](=[S:14])[N:7]([CH2:15][CH2:16][CH3:17])[C:6]=3[N:5]=2)[CH2:3][CH2:2]1.[CH:18]1([NH2:23])[CH2:22][CH2:21][CH2:20][CH2:19]1.C(=O)(O)[O-]>CO>[CH:18]1([NH:23][C:10]2[C:11]3[NH:12][C:4]([CH:1]4[CH2:3][CH2:2]4)=[N:5][C:6]=3[N:7]([CH2:15][CH2:16][CH3:17])[C:8](=[S:14])[N:9]=2)[CH2:22][CH2:21][CH2:20][CH2:19]1. Procedure details: 5.33 g (20 mmoles) of 8-cyclopropyl-3-n-propyl-2,6-dithioxantine and 42 ml of cyclopentylamine were heated in a 450 ml pressure reactor to 150° C. (50 psi) with the exclusion of air. After 20 hours the solution was transferred with methanol to a round bottom flask and evaporated in vacuo to dryness. The residue is treated with 60 ml of water and 5N HCl to obtain a pH of 2. The suspension is neutralized with bicarbonate to pH 7, the solid collected, washed, dried, suspended in refluxing acetone a... The reactants are BrC=1C(=CC(=NC1)C(=O)O)OCC1CC1 (5-bromo-4-(cyclopropylmethoxy)picolinic acid), N[C@H](C(=O)N)CC(C)C ((2S)-2-amino-4-methyl-pentanamide). Product: C(N)(=O)[C@H](CC(C)C)NC(=O)C1=NC=C(C(=C1)OCC1CC1)Br (5-Bromo-4-cyclopropylmethoxy-pyridine-2-carboxylic acid ((S)-1-carbamoyl-3-methyl-butyl)-amide). As a reaction SMILES: [Br:1][C:2]1[C:3]([O:11][CH2:12][CH:13]2[CH2:15][CH2:14]2)=[CH:4][C:5]([C:8]([OH:10])=O)=[N:6][CH:7]=1.[NH2:16][C@@H:17]([CH2:21][CH:22]([CH3:24])[CH3:23])[C:18]([NH2:20])=[O:19]>>[C:18]([C@@H:17]([NH:16][C:8]([C:5]1[CH:4]=[C:3]([O:11][CH2:12][CH:13]2[CH2:15][CH2:14]2)[C:2]([Br:1])=[CH:7][N:6]=1)=[O:10])[CH2:21][CH:22]([CH3:24])[CH3:23])(=[O:19])[NH2:20]. Procedure: The title compound was synthesized in analogy to Example 1, using 5-bromo-4-(cyclopropylmethoxy)picolinic acid and (2S)-2-amino-4-methyl-pentanamide (CAN 687-51-4) as starting materials and isolated (16 mg, 47%) as yellow oil; MS (ESI, m/z): 385.9 (MH+). The reactants are BrN1C(CCC1=O)=O (N-bromosuccinimide), N(=NC(C#N)(C)C)C(C#N)(C)C (2,2′-azobisisobutyronitrile), COC=1C=C2CCC(C2=CC1)=O (5-methoxy-1-indanone). The solvent is C(Cl)(Cl)(Cl)Cl (carbon tetrachloride). Conditions: temperature 85 celsius, time 3 hour. Product: COC=1C=CC=2C(C3C(CNC3)C2C1)C (5-Methoxy-8-methyl-1,2,3,3a,8,8a-hexahydroindeno[1,2-c]pyrrole). Reaction SMILES: Br[N:2]1[C:6](=O)[CH2:5][CH2:4][C:3]1=O.N(C(C)(C)C#N)=NC(C)(C)C#N.[CH3:21][O:22][C:23]1[CH:24]=[C:25]2[C:29](=[CH:30][CH:31]=1)[C:28](=O)[CH2:27]C2>C(Cl)(Cl)(Cl)Cl>[CH3:21][O:22][C:23]1[CH:31]=[CH:30][C:29]2[CH:28]([CH3:27])[CH:5]3[CH2:6][NH:2][CH2:3][CH:4]3[C:25]=2[CH:24]=1. Procedure details: N-bromosuccinimide (12.1 g, 67.9 mmol) and 2,2′-azobisisobutyronitrile (0.1 g, 0.6 mmol) were added to a solution of 5-methoxy-1-indanone (10.0 g, 61.7 mmol) in carbon tetrachloride (104 mL). The reaction mixture was stirred for 3 hours at 85° C. and then allowed to cool to room temperature. The reaction mixture was filtered through Celite, which was then washed with CH2Cl2 (100 mL). The filtrate was washed with brine (50 mL), dried over MgSO4, and concentrated to afford the subtitle compound, w... Starting materials: BrCc1cccc(Br)n1, C1CCOC1, Cc1ccc(C(=O)c2c[nH]c3cc(F)c(F)cc3c2=O)cc1C, Cc1ccccc1, C[Si](C)(C)[N-][Si](C)(C)C, [K+]. The product is Cc1ccc(C(=O)c2cn(Cc3cccc(Br)n3)c3cc(F)c(F)cc3c2=O)cc1C. As a reaction SMILES: [Br:24][c:25]1[n:26][c:27]([CH2:31][Br:32])[cH:28][cH:29][cH:30]1.[CH2:50]1[O:51][CH2:52][CH2:53][CH2:54]1.[CH3:1][c:2]1[cH:3][c:4]([C:5](=[O:6])[c:7]2[cH:8][nH:9][c:10]3[cH:11][c:12]([F:19])[c:13]([F:18])[cH:14][c:15]3[c:16]2=[O:17])[cH:20][cH:21][c:22]1[CH3:23].[CH3:33][c:34]1[cH:35][cH:36][cH:37][cH:38][cH:39]1.[CH3:40][Si:41]([N-:42][Si:43]([CH3:44])([CH3:45])[CH3:46])([CH3:47])[CH3:48].[K+:49]>>[CH3:1][c:2]1[cH:3][c:4]([C:5](=[O:6])[c:7]2[cH:8][n:9]([CH2:31][c:27]3[n:26][c:25]([Br:24])[cH:30][cH:29][cH:28]3)[c:10]3[cH:11][c:12]([F:19])[c:13]([F:18])[cH:14][c:15]3[c:16]2=[O:17])[cH:20][cH:21][c:22]1[CH3:23]. Starting materials: O (water), [OH-].[Na+] (sodium hydroxide), N1=CC=C(C=C1)CN1CC=2C=CC=C(C2CC1)C(=O)OC (Methyl 2-(pyridine-4-ylmethyl)-1,2,3,4-tetrahydroisoquinoline-5-carboxylate). Run in O1CCOCC1 (dioxane). Run at time 2 day. Yields the product N1=CC=C(C=C1)CN1CC=2C=CC=C(C2CC1)C(=O)[O-].[Na+] (sodium 2-(pyridin-4-ylmethyl)-1,2,3,4-tetrahydroisoquinoline-5-carboxylate). Isolated yield 106.6%. Reaction SMILES: [N:1]1[CH:6]=[CH:5][C:4]([CH2:7][N:8]2[CH2:17][CH2:16][C:15]3[C:14]([C:18]([O:20]C)=[O:19])=[CH:13][CH:12]=[CH:11][C:10]=3[CH2:9]2)=[CH:3][CH:2]=1.O.[OH-].[Na+:24]>O1CCOCC1>[N:1]1[CH:6]=[CH:5][C:4]([CH2:7][N:8]2[CH2:17][CH2:16][C:15]3[C:14]([C:18]([O-:20])=[O:19])=[CH:13][CH:12]=[CH:11][C:10]=3[CH2:9]2)=[CH:3][CH:2]=1.[Na+:24] |f:2.3,5.6|. Procedure details: Methyl 2-(pyridine-4-ylmethyl)-1,2,3,4-tetrahydroisoquinoline-5-carboxylate (1.14 g, 4.04 mmol) was dissolved in dioxane (15 mL) and water (5 mL) then added a solution of 2N aqueous sodium hydroxide (2.22 mL, 4.45 mmol). The reaction mixture was stirred at room temperature for 2 days then concentrated under vacuum. The remaining oil was azeotroped with toluene and dried under high vacuum to afford 1.25 g of sodium 2-(pyridin-4-ylmethyl)-1,2,3,4-tetrahydroisoquinoline-5-carboxylate as a pale yell...